Task: describe an organic reaction: reactants, conditions, products, and yield. Dataset: the Open Reaction Database (ORD), a public repository of structured organic reaction records Reported procedure: MeFBSEMA was made according to the method of U.S. Pat. No. 6,664,354 (Savu), Example 2, Parts A and B, incorporated herein by reference, except using 3420 kg of N-methylperfluorobutanesulfonamidoethanol, 1.6 kg of phenothiazine, 2.7 kg of methoxyhydroquinone, 1400 kg of heptane, 980 kg of methacrylic acid (instead of acrylic acid), 63 kg of methanesulfonic acid (instead of triflic acid), and 7590 kg of water in Part B. Behenyl Methacrylate was obtained from Ciba Specialty Chemicals, Basel, Switz... Starting materials: C(C(=C)C)(=O)O (methacrylic acid), COC1=C(O)C=CC(=C1)O (methoxyhydroquinone), OS(=O)(=O)C(F)(F)F (triflic acid), C(C(=C)C)(=O)OCCCCCCCCCCCCCCCCCCCCCC (Behenyl Methacrylate), CS(=O)(=O)O (methanesulfonic acid), CN(S(=O)(=O)C(C(C(C(F)(F)F)(F)F)(F)F)(F)F)C(C(F)(F)F)(O)F (N-methylperfluorobutanesulfonamidoethanol), C1=CC=CC=2SC3=CC=CC=C3NC12 (phenothiazine), C(C=C)(=O)O (acrylic acid). The solvent is O (water), CCCCCCC (heptane). Product: C(C(=C)C)(=O)OCCCCCCCCCC (Decyl methacrylate), C(C(=C)C)(=O)OCCCCCCCCCCCCCCCC (hexadecyl methacrylate). RXN SMILES: CN(C(F)(O)C(F)(F)F)S([C:6](F)(F)[C:7](F)(F)[C:8](F)(F)[C:9](F)(F)F)(=O)=O.C1C2NC3C(=CC=CC=3)SC=2C=CC=1.COC1C=C(O)C=CC=1O.C(O)(=O)C(C)=C.C(O)(=O)C=C.CS(O)(=O)=O.OS(C(F)(F)F)(=O)=O.[C:74]([O:79][CH2:80][CH2:81][CH2:82][CH2:83][CH2:84][CH2:85][CH2:86][CH2:87][CH2:88][CH2:89][CH2:90][CH2:91]CCCCCCCCCC)(=[O:78])[C:75]([CH3:77])=[CH2:76]>O.CCCCCCC>[C:74]([O:79][CH2:80][CH2:81][CH2:82][CH2:83][CH2:84][CH2:85][CH2:9][CH2:8][CH2:7][CH3:6])(=[O:78])[C:75]([CH3:77])=[CH2:76].[C:74]([O:79][CH2:80][CH2:81][CH2:82][CH2:83][CH2:84][CH2:85][CH2:86][CH2:87][CH2:88][CH2:89][CH2:90][CH2:91][CH2:9][CH2:8][CH2:7][CH3:6])(=[O:78])[C:75]([CH3:77])=[CH2:76]. Reactants: C(=S)NC(C(=O)OCC1=CC=C(C=C1)[N+](=O)[O-])P(=O)(OC1=CC=CC=C1)OC1=CC=CC=C1 (p-nitrobenzyl α-thioformamidodiphenylphosphonoacetate), C([O-])([O-])=O.[K+].[K+] (potassium carbonate), ClCC(COC)=O (1-chloro-3-methoxy-2-propanone). Solvent: CC(=O)C (acetone). Reaction conditions: time 16 hour. Yields the product COCC1=C(N=CSC1)C(=O)OCC1=CC=C(C=C1)[N+](=O)[O-] (p-nitrobenzyl 5-methoxymethyl-6H-1,3-thiazine-4-carboxylate). As a reaction SMILES: [CH:1]([NH:3][CH:4](P(OC1C=CC=CC=1)(OC1C=CC=CC=1)=O)[C:5]([O:7][CH2:8][C:9]1[CH:14]=[CH:13][C:12]([N+:15]([O-:17])=[O:16])=[CH:11][CH:10]=1)=[O:6])=[S:2].C(=O)([O-])[O-].[K+].[K+].Cl[CH2:41][C:42](=O)[CH2:43][O:44][CH3:45]>CC(C)=O>[CH3:45][O:44][CH2:43][C:42]1[CH2:41][S:2][CH:1]=[N:3][C:4]=1[C:5]([O:7][CH2:8][C:9]1[CH:10]=[CH:11][C:12]([N+:15]([O-:17])=[O:16])=[CH:13][CH:14]=1)=[O:6] |f:1.2.3|. Procedure details: A mixture of p-nitrobenzyl α-thioformamidodiphenylphosphonoacetate (2.43 g), powdered anhydrous potassium carbonate (2.07 g), 1-chloro-3-methoxy-2-propanone (0.67 g), and acetone (25 ml) is stirred under a nitrogen atmosphere at room temperature for 16 hours. The mixture is filtered and the filtrate evaporated under reduced pressure. The residue is dissolved in methylene chloride, washed twice with water and saturated brine, dried over MgSO4, filtered, and evaporated in vacuo to yield crude p-ni...